This data is from the Open Reaction Database (ORD), a public repository of structured organic reaction records. The task is: describe an organic reaction: reactants, conditions, products, and yield Starting materials: C(C)(C)(C)[Si](OC[C@H]1O[C@@]([C@@H]([C@H]([C@@H]1OCC1=CC=CC=C1)OCC1=CC=CC=C1)OCC1=CC=CC=C1)(OC)C1=CC(=C(C=C1)Cl)CC1=C(C(=C(C=C1)OC)F)F)(C)C (tert-butyl-dimethyl-[[(2R,3R,4S,5R,6S)-3,4,5-tribenzyloxy-6-[4-chloro-3-[(2,3-difluoro-4-methoxy-phenyl)methyl]phenyl]-6-methoxy-tetrahydropyran-2-yl]methoxy]silane), [F-].C(CCC)[N+](CCCC)(CCCC)CCCC (tetrabutylammonium fluoride), C(C)(=O)OCC (ethyl acetate). Run in O1CCCC1 (tetrahydrofuran). Reaction conditions: time 12 hour. Product: C(C1=CC=CC=C1)O[C@@H]1[C@H](O[C@@]([C@@H]([C@H]1OCC1=CC=CC=C1)OCC1=CC=CC=C1)(OC)C1=CC(=C(C=C1)Cl)CC1=C(C(=C(C=C1)OC)F)F)CO ([(2R,3R,4S,5R,6S)-3,4,5-tribenzyloxy-6-[4-chloro-3-[(2,3-difluoro-4-methoxy-phenyl)methyl]phenyl]-6-methoxy-tetrahydropyran-2-yl]methanol). Isolated yield 33.4%. RXN SMILES: C([Si](C)(C)[O:6][CH2:7][C@@H:8]1[C@@H:13]([O:14][CH2:15][C:16]2[CH:21]=[CH:20][CH:19]=[CH:18][CH:17]=2)[C@H:12]([O:22][CH2:23][C:24]2[CH:29]=[CH:28][CH:27]=[CH:26][CH:25]=2)[C@@H:11]([O:30][CH2:31][C:32]2[CH:37]=[CH:36][CH:35]=[CH:34][CH:33]=2)[C@@:10]([C:40]2[CH:45]=[CH:44][C:43]([Cl:46])=[C:42]([CH2:47][C:48]3[CH:53]=[CH:52][C:51]([O:54][CH3:55])=[C:50]([F:56])[C:49]=3[F:57])[CH:41]=2)([O:38][CH3:39])[O:9]1)(C)(C)C.[F-].C([N+](CCCC)(CCCC)CCCC)CCC.C(OCC)(=O)C>O1CCCC1>[CH2:15]([O:14][C@H:13]1[C@H:12]([O:22][CH2:23][C:24]2[CH:25]=[CH:26][CH:27]=[CH:28][CH:29]=2)[C@@H:11]([O:30][CH2:31][C:32]2[CH:37]=[CH:36][CH:35]=[CH:34][CH:33]=2)[C@@:10]([C:40]2[CH:45]=[CH:44][C:43]([Cl:46])=[C:42]([CH2:47][C:48]3[CH:53]=[CH:52][C:51]([O:54][CH3:55])=[C:50]([F:56])[C:49]=3[F:57])[CH:41]=2)([O:38][CH3:39])[O:9][C@@H:8]1[CH2:7][OH:6])[C:16]1[CH:21]=[CH:20][CH:19]=[CH:18][CH:17]=1 |f:1.2|. Reported procedure: To a solution of tert-butyl-dimethyl-[[(2R,3R,4S,5R,6S)-3,4,5-tribenzyloxy-6-[4-chloro-3-[(2,3-difluoro-4-methoxy-phenyl)methyl]phenyl]-6-methoxy-tetrahydropyran-2-yl]methoxy]silane 21j (72.7 g, 86 mmol) in tetrahydrofuran (300 mL) was added tetrabutylammonium fluoride (172 mL, 172 mmol, 1 M in tetrahydrofuran) at room temperature. The mixture was stirred at room temperature for 12 hours, and then ethyl acetate was added (300 mL). The resulting mixture was washed with water (400 mL×4), dried ove... RXN SMILES: [CH2:1]([CH2:3][NH2:4])[OH:2].[Cu:5].[Cu]=O.[CH2:8]([N+:24]([O-:27])([CH3:26])[CH3:25])[CH2:9][CH2:10][CH2:11][CH2:12][CH2:13][CH2:14][CH2:15][CH2:16][CH2:17][CH2:18][CH2:19][CH2:20][CH2:21][CH2:22][CH3:23].C([N+]([O-])(C)C)CCCCCCCCCCC>O>[CH2:1]([CH2:3][NH2:4])[OH:2].[Cu:5].[CH2:8]([N+:24]([O-:27])([CH3:25])[CH3:26])[CH2:9][CH2:10][CH2:11][CH2:12][CH2:13][CH2:14][CH2:15][CH2:16][CH2:17][CH2:18][CH3:19].[CH2:8]([N+:24]([O-:27])([CH3:25])[CH3:26])[CH2:9][CH2:10][CH2:11][CH2:12][CH2:13][CH2:14][CH2:15][CH2:16][CH2:17][CH2:18][CH2:19][CH2:20][CH2:21][CH2:22][CH3:23] |f:0.1,6.7.8.9|. Run in O (water). Procedure details: 480 g of copper ethanolamine solution prepared as in Example 1 (i.e. solution (II)) was mixed with the aqueous amine oxide (precursor) solution prepared in Example 2(B) to yield a concentrated solution. This solution was diluted with 6650 grams of deionized water and the resulting solution (containing 0.6% copper oxide, 1.0% hexadecyldimethylamine oxide, and 0.4% dodecyldimethylamine oxide) was used to treat wood in a pressure cylinder. Reactants: [Cu]=O (copper oxide), C(CCCCCCCCCCCCCCC)[N+](C)(C)[O-] (hexadecyldimethylamine oxide), C(CCCCCCCCCCC)[N+](C)(C)[O-] (dodecyldimethylamine oxide), C(O)CN.[Cu] (copper ethanolamine), solution ( II ), amine oxide, solution. Yields the product C(O)CN.[Cu].C(CCCCCCCCCCC)[N+](C)(C)[O-].C(CCCCCCCCCCCCCCC)[N+](C)(C)[O-] (Copper Ethanolamine Dodecyldimethylamine Oxide Hexadecyldimethylamine Oxide). Reactants: CN1C(=NC2=C1C(=CC(=C2)C(F)(F)F)S(=O)(=O)CC)NC2=CC=C(C=C2)OC(F)(F)F (1-Methyl-7-(ethylsulfonyl)-N-[4-(trifluoromethoxy)phenyl]-5-(trifluoromethyl)-1H-benzimidazol-2-amine), [H-].[Na+] (sodium hydride), COC(C1=CC=C(C=C1)CBr)=O (methyl4-(bromomethyl)benzoate). The solvent is CN(C)C=O (DMF), C(Cl)Cl (CH2Cl2), C(=O)(O)[O-].[Na+].[Cl-].[Na+].O (NaHCO3 brine). Reaction conditions: time 15 hour. The product is CN1C(N(C2=C1C(=CC(=C2)C(F)(F)F)S(=O)(=O)C)CC2=CC=C(C(=O)OC)C=C2)=NC2=CC=C(C=C2)OC(F)(F)F (Methyl 4-[(3-methyl-4-methylsufonyl-2-{[4-(trifluoromethoxy)-phenyl]imino}-6-(trifluoromethyl)-2,3-dihydro-1H-benzimidazol-1-yl)methyl]benzoate). Reaction SMILES: [CH3:1][N:2]1[C:6]2[C:7]([S:15]([CH2:18]C)(=[O:17])=[O:16])=[CH:8][C:9]([C:11]([F:14])([F:13])[F:12])=[CH:10][C:5]=2[N:4]=[C:3]1[NH:20][C:21]1[CH:26]=[CH:25][C:24]([O:27][C:28]([F:31])([F:30])[F:29])=[CH:23][CH:22]=1.[H-].[Na+].[CH3:34][O:35][C:36](=[O:45])[C:37]1[CH:42]=[CH:41][C:40]([CH2:43]Br)=[CH:39][CH:38]=1>CN(C=O)C.C(Cl)Cl.C([O-])(O)=O.[Na+].[Cl-].[Na+].O>[CH3:1][N:2]1[C:6]2[C:7]([S:15]([CH3:18])(=[O:16])=[O:17])=[CH:8][C:9]([C:11]([F:13])([F:12])[F:14])=[CH:10][C:5]=2[N:4]([CH2:43][C:40]2[CH:41]=[CH:42][C:37]([C:36]([O:35][CH3:34])=[O:45])=[CH:38][CH:39]=2)[C:3]1=[N:20][C:21]1[CH:26]=[CH:25][C:24]([O:27][C:28]([F:29])([F:31])[F:30])=[CH:23][CH:22]=1 |f:1.2,6.7.8.9.10|. Procedure: A flask containing the title compound from Example 10, Step A (30 mg, 0.066 mmol) was charged with sodium hydride (60% suspension in mineral oil, 4.0 mg, 0.10 mmol), and the mixture was dissolved in DMF (1.5 mL). After ten minutes, methyl4-(bromomethyl)benzoate (18 mg, 0.077 mmol) was added and the mixture was stirred at room temperature. After 15 h, the mixture was diluted with CH2Cl2 and poured in saturated aq. NaHCO3/brine. The phases were separated, and the organic phase was dried over Na2SO... Starting materials: Cl (hydrochloric acid), N1=CC=CC=C1 (pyridine), NC1=NC=C(C=C1Br)[N+](=O)[O-] (2-amino-3-bromo-5-nitropyridine), C(C1=CC=CC=C1)(=O)Cl (benzoylchloride). Run in C(C)#N (acetonitrile). The product is BrC=1C(=NC=C(C1)[N+](=O)[O-])NC(C1=CC=CC=C1)=O (3-bromo-2-benzoylamino-5-nitropyridine). Yield: 89.1%. As a reaction SMILES: N1C=CC=CC=1.[NH2:7][C:8]1[C:13]([Br:14])=[CH:12][C:11]([N+:15]([O-:17])=[O:16])=[CH:10][N:9]=1.[C:18](Cl)(=[O:25])[C:19]1[CH:24]=[CH:23][CH:22]=[CH:21][CH:20]=1.Cl>C(#N)C>[Br:14][C:13]1[C:8]([NH:7][C:18](=[O:25])[C:19]2[CH:24]=[CH:23][CH:22]=[CH:21][CH:20]=2)=[N:9][CH:10]=[C:11]([N+:15]([O-:17])=[O:16])[CH:12]=1. Reported procedure: 20 mλ of pyridine was added to 2-amino-3-bromo-5-nitropyridine (A) (21.8 g; 0.1 mole) in 300 ,λ of acetonitrile at room temperature in a stream of nitrogen followed by addition of benzoylchloride (24.4 g; 0.2 mole) and agitation for 3 hours. Then dilute hydrochloric acid (0.1N) was added to the resulting mixture. After extraction with ethyl acetate, the resulting ethyl acetate solution was dried over anhydrous sodium sulfate. The solvent was distilled off under a reduced pressure. The residue wa... Reactants: O=Cc1ccccc1O, CC(Cl)S(=O)(=O)O, Cl, O. The product is O=Cc1ccccc1. RXN SMILES: [CH:1](=[O:2])[c:3]1[cH:4][cH:5][cH:6][cH:7][c:8]1[OH:9].[Cl:10][CH:11]([S:12]([OH:13])(=[O:14])=[O:15])[CH3:16].[ClH:17].[OH2:18]>>[CH:1](=[O:2])[c:3]1[cH:4][cH:5][cH:6][cH:7][cH:8]1. Reactants: COC(C1=CC(=C(C=C1)N)N(C)C(C1=CC(=CC=C1)CN(CCC)CCC)=O)=O (4-amino-3-[(3-dipropylaminomethyl-benzoyl)-methyl-amino]-benzoic acid methyl ester), Cl.O1CCOCC1 (hydrogen chloride dioxane). Solvent: CO (methanol). Reaction conditions: time 6 hour. Yields the product COC(=O)C1=CC2=C(N=C(N2C)C2=CC(=CC=C2)CN(CCC)CCC)C=C1 (2-(3-dipropylaminomethyl-phenyl)-3-methyl-3H-benzimidazol-5-carboxylic acid methyl ester). Isolated yield 55.5%. As a reaction SMILES: [CH3:1][O:2][C:3](=[O:29])[C:4]1[CH:9]=[CH:8][C:7]([NH2:10])=[C:6]([N:11]([C:13](=O)[C:14]2[CH:19]=[CH:18][CH:17]=[C:16]([CH2:20][N:21]([CH2:25][CH2:26][CH3:27])[CH2:22][CH2:23][CH3:24])[CH:15]=2)[CH3:12])[CH:5]=1.Cl.O1CCOCC1>CO>[CH3:1][O:2][C:3]([C:4]1[CH:9]=[CH:8][C:7]2[N:10]=[C:13]([C:14]3[CH:19]=[CH:18][CH:17]=[C:16]([CH2:20][N:21]([CH2:25][CH2:26][CH3:27])[CH2:22][CH2:23][CH3:24])[CH:15]=3)[N:11]([CH3:12])[C:6]=2[CH:5]=1)=[O:29] |f:1.2|. Reported procedure: The compound (83.0 mg) obtained in Example 18-4 was dissolved in methanol (1.0 ml) and added with a 4 mol/l hydrogen chloride/dioxane solution (1.0 ml) and the whole was stirred at room temperature for 6 hours. After completion of the reaction, the solvent was distilled off under reduced pressure. The residue was dissolved in methanol to generate a free compound therefrom through an anion-exchange resin (Amberlite IRA-410). The resin was separated by filtration and the filtrate subjected to dist... Product: NC=1C=C(C=CC1)N1C(C(OC2=C1C=CC(=C2)NS(=O)(=O)C)(C)C)=O (N-[4-(3-aminophenyl)-2,2-dimethyl-3-oxo-3,4-dihydro -2H-1,4-benzoxazin-7-yl]-methanesulfonamide). The reagents and catalysts are [C].[Pd] (palladium-carbon). Reactants: [H][H] (hydrogen), CC1(OC2=C(N(C1=O)C1=CC(=CC=C1)[N+](=O)[O-])C=CC(=C2)NS(=O)(=O)C)C (N-[2,2-dimethyl-4-(3-nitrophenyl)-3-oxo-3,4-dihydro-2H-1,4-benzoxazin-7-yl]methanesulfonamide), compound, O1CCCC1 (tetrahydrofuran). Run in CO (methanol). Procedure details: To a solution of N-[2,2-dimethyl-4-(3-nitrophenyl)-3-oxo-3,4-dihydro-2H-1,4-benzoxazin-7-yl]methanesulfonamide (compound obtained in Example 146; 240 mg) in methanol (5 mL)-tetrahydrofuran (5 mL) was added 10% palladium-carbon (100 mg), and the mixture was stirred at room temperature under atmospheric pressure of hydrogen for 2 hours. The reaction mixture was filtered, and the filtrate was concentrated in vacuo to give N-[4-(3-aminophenyl)-2,2-dimethyl-3-oxo-3,4-dihydro -2H-1,4-benzoxazin-7-yl]-... As a reaction SMILES: [CH3:1][C:2]1([CH3:27])[C:7](=[O:8])[N:6]([C:9]2[CH:14]=[CH:13][CH:12]=[C:11]([N+:15]([O-])=O)[CH:10]=2)[C:5]2[CH:18]=[CH:19][C:20]([NH:22][S:23]([CH3:26])(=[O:25])=[O:24])=[CH:21][C:4]=2[O:3]1.O1CCCC1.[H][H]>CO.[C].[Pd]>[NH2:15][C:11]1[CH:10]=[C:9]([N:6]2[C:5]3[CH:18]=[CH:19][C:20]([NH:22][S:23]([CH3:26])(=[O:25])=[O:24])=[CH:21][C:4]=3[O:3][C:2]([CH3:1])([CH3:27])[C:7]2=[O:8])[CH:14]=[CH:13][CH:12]=1 |f:4.5|.